This data is from the Open Reaction Database (ORD), a public repository of structured organic reaction records. The task is: describe an organic reaction: reactants, conditions, products, and yield Starting materials: CCCCCC(C)Oc1ccc(Br)cc1, CCCC[Sn](CCCC)(CCCC)c1cccs1, CN(C)C=O, O. Product: CCCCCC(C)Oc1ccc(-c2cccs2)cc1. As a reaction SMILES: [Br:1][c:2]1[cH:3][cH:4][c:5]([O:8][CH:9]([CH2:10][CH2:11][CH2:12][CH2:13][CH3:14])[CH3:15])[cH:6][cH:7]1.[CH2:16]([Sn:17]([CH2:18][CH2:19][CH2:20][CH3:21])([CH2:22][CH2:23][CH2:24][CH3:25])[c:29]1[s:30][cH:31][cH:32][cH:33]1)[CH2:26][CH2:27][CH3:28].[O:35]=[CH:36][N:37]([CH3:38])[CH3:39].[OH2:34]>>[c:2]1(-[c:29]2[s:30][cH:31][cH:32][cH:33]2)[cH:3][cH:4][c:5]([O:8][CH:9]([CH2:10][CH2:11][CH2:12][CH2:13][CH3:14])[CH3:15])[cH:6][cH:7]1. The reactants are C(=O)(O)[O-].[Na+] (NaHCO3), [N+](=O)([O-])C1=C(C(=O)O)C(=CC=C1)[N+](=O)[O-] (2,6-dinitrobenzoic acid), P(=O)(Cl)(Cl)Cl (phosphorus oxychloride), C(C(C)C)NCC(C)C (diisobutylamine). Run in C1(=CC=CC=C1)C (toluene). Conditions: temperature 50 celsius. The product is C(C(C)C)N(C(C1=C(C=CC=C1[N+](=O)[O-])[N+](=O)[O-])=O)CC(C)C (N,N-diisobutyl-2,6-dinitrobenzamide). Yield: 64.8%. As a reaction SMILES: [N+:1]([C:4]1[CH:12]=[CH:11][CH:10]=[C:9]([N+:13]([O-:15])=[O:14])[C:5]=1[C:6]([OH:8])=O)([O-:3])=[O:2].[CH2:16]([NH:20][CH2:21][CH:22]([CH3:24])[CH3:23])[CH:17]([CH3:19])[CH3:18].P(Cl)(Cl)(Cl)=O.C([O-])(O)=O.[Na+]>C1(C)C=CC=CC=1>[CH2:16]([N:20]([CH2:21][CH:22]([CH3:24])[CH3:23])[C:6](=[O:8])[C:5]1[C:9]([N+:13]([O-:15])=[O:14])=[CH:10][CH:11]=[CH:12][C:4]=1[N+:1]([O-:3])=[O:2])[CH:17]([CH3:19])[CH3:18] |f:3.4|. Procedure details: To a slurry of 106.5 g of 2,6-dinitrobenzoic acid in 1000 ml of toluene was added with stirring 133.2 g of diisobutylamine. Next 44.9 g of phosphorus oxychloride was added dropwise at such a rate to maintain the temperature below 40° C. The mixture was heated to 50° C. for 12 hrs and poured into 500 ml of aqueous 5% NaHCO3 solution with stirring. The organic layer was separated, washed with 500 ml water, and the toluene removed under reduced pressure. The remaining solid was recrystallized from ... Solvent: C1CCOC1 (THF). Conditions: temperature 60 celsius. The reactants are ClC1=C(C(=O)NC2=CC(=NC=N2)NC2=CC=C(C(=O)OCC)C=C2)C(=CC=C1)Cl (ethyl 4-(6-(2,6-dichlorobenzamido)pyrimidin-4-ylamino)benzoate), [Li+].[OH-] (LiOH). Reaction SMILES: [Cl:1][C:2]1[CH:28]=[CH:27][CH:26]=[C:25]([Cl:29])[C:3]=1[C:4]([NH:6][C:7]1[N:12]=[CH:11][N:10]=[C:9]([NH:13][C:14]2[CH:24]=[CH:23][C:17]([C:18]([O:20]CC)=[O:19])=[CH:16][CH:15]=2)[CH:8]=1)=[O:5].[Li+].[OH-]>C1COCC1>[Cl:1][C:2]1[CH:28]=[CH:27][CH:26]=[C:25]([Cl:29])[C:3]=1[C:4]([NH:6][C:7]1[N:12]=[CH:11][N:10]=[C:9]([NH:13][C:14]2[CH:24]=[CH:23][C:17]([C:18]([OH:20])=[O:19])=[CH:16][CH:15]=2)[CH:8]=1)=[O:5] |f:1.2|. Yields the product ClC1=C(C(=O)NC2=CC(=NC=N2)NC2=CC=C(C(=O)O)C=C2)C(=CC=C1)Cl (4-(6-(2,6-dichlorobenzamido)pyrimidin-4-ylamino)benzoic acid). Procedure details: To a solution of ethyl 4-(6-(2,6-dichlorobenzamido)pyrimidin-4-ylamino)benzoate (0.279 g, 0.647 mmol) in THF (5 mL) was added a solution of 3 N LiOH (2 mL). The mixture was heated at 60° C. for 12 hrs. THF was removed under reduced pressure. The residue was diluted with water, acidified with 1 N HCl to pH 3.0. The precipitated white solid was collected by filtration, washed with water, dried in high vacuum to give 4-(6-(2,6-dichlorobenzamido)pyrimidin-4-ylamino)benzoic acid (0.24 g, yield: 92%).... Yield: 92.0%.